Dataset: the Open Reaction Database (ORD), a public repository of structured organic reaction records. Task: describe an organic reaction: reactants, conditions, products, and yield Starting materials: [Br-], Cc1c(Br)ccc2c1oc1ccccc12, [Li]CCCC, Cl, [K+], CN(C)C=O. Product: Cc1c(C=O)ccc2c1oc1ccccc12. As a reaction SMILES: [Br-:22].[Br:1][c:2]1[cH:3][cH:4][c:5]2[c:6]([o:7][c:8]3[c:9]2[cH:10][cH:11][cH:12][cH:13]3)[c:14]1[CH3:15].[CH2:16]([Li:17])[CH2:18][CH2:19][CH3:20].[ClH:21].[K+:23].[O:24]=[CH:25][N:26]([CH3:27])[CH3:28]>>[c:2]1([CH:25]=[O:24])[cH:3][cH:4][c:5]2[c:6]([o:7][c:8]3[c:9]2[cH:10][cH:11][cH:12][cH:13]3)[c:14]1[CH3:15]. Starting materials: Cn1c(SCc2noc(-c3cccc(Cl)c3)n2)nnc1-c1ccncc1, ClCCl, O=C(OO)c1cccc(Cl)c1. Product: Cn1c(SCc2noc(-c3cccc(Cl)c3)n2)nnc1-c1cc[n+]([O-])cc1. RXN SMILES: [Cl:1][c:2]1[cH:3][c:4](-[c:8]2[n:9][c:10]([CH2:13][S:14][c:15]3[n:16]([CH3:26])[c:17](-[c:20]4[cH:21][cH:22][n:23][cH:24][cH:25]4)[n:18][n:19]3)[n:11][o:12]2)[cH:5][cH:6][cH:7]1.[Cl:38][CH2:39][Cl:40].[OH:27][O:28][C:29]([c:30]1[cH:31][c:32]([Cl:33])[cH:34][cH:35][cH:36]1)=[O:37]>>[Cl:1][c:2]1[cH:3][c:4](-[c:8]2[n:9][c:10]([CH2:13][S:14][c:15]3[n:16]([CH3:26])[c:17](-[c:20]4[cH:21][cH:22][n+:23]([O-:27])[cH:24][cH:25]4)[n:18][n:19]3)[n:11][o:12]2)[cH:5][cH:6][cH:7]1. Reactants: CC=1C=CC2=C(C=C(O2)C2=CC=C(C=C2)C)C1 (5-methyl-2-(p-tolyl)benzofuran), C(C1=CC=C(C=O)C=C1)(=O)O (terephthalaldehydic acid), CC(C)([O-])C.[K+] (potassium tert-butoxide). Run in CN(C=O)C (dimethylformamide). The product is CC=1C=CC2=C(C=C(O2)C2=CC=C(C=C2)C=CC2=CC=C(C=C2)C(=O)O)C1 (5-methyl-2-[4-(4-carboxystyryl)phenyl ]benzofuran). Reaction SMILES: [CH3:1][C:2]1[CH:3]=[CH:4][C:5]2[O:9][C:8]([C:10]3[CH:15]=[CH:14][C:13]([CH3:16])=[CH:12][CH:11]=3)=[CH:7][C:6]=2[CH:17]=1.[C:18]([OH:28])(=[O:27])[C:19]1[CH:26]=[CH:25][C:22]([CH:23]=O)=[CH:21][CH:20]=1.CC(C)([O-])C.[K+]>CN(C)C=O>[CH3:1][C:2]1[CH:3]=[CH:4][C:5]2[O:9][C:8]([C:10]3[CH:15]=[CH:14][C:13]([CH:16]=[CH:23][C:22]4[CH:25]=[CH:26][C:19]([C:18]([OH:28])=[O:27])=[CH:20][CH:21]=4)=[CH:12][CH:11]=3)=[CH:7][C:6]=2[CH:17]=1 |f:2.3|. Procedure: Proceeding in a manner similar to that used in Example 1, 5-methyl-2-(p-tolyl)benzofuran (2.22 g; 0.01 mole) was interacted with 2.25 g (0.01 mole) of the anil derivative of terephthalaldehydic acid in the presence of 6.72 g (0.06 mole) of potassium tert-butoxide in 150 ml of dimethylformamide. The product thus produced was sublimed to obtain 5-methyl-2-[4-(4-carboxystyryl)phenyl ]benzofuran, melting at 355°-358°C. The wavelength of maximum excitation of this compound was 374 nm and the waveleng...